From a dataset of the Open Reaction Database (ORD), a public repository of structured organic reaction records. describe an organic reaction: reactants, conditions, products, and yield The reactants are ClC1=NC=CC=C1C(F)(F)F (2-chloro-3-trifluoromethylpyridine), FC(C1=NNC=C1)(F)F (3-trifluoromethylpyrazole), C([O-])([O-])=O.[K+].[K+] (potassium carbonate). Solvent: ice water. Conditions: temperature 100 celsius. Product: hexanes ethyl acetate, FC(C=1C(=NC=CC1)N1N=C(C=C1)C(F)(F)F)(F)F (3-Trifluoromethyl-2-[3-(trifluoromethyl)-1H-pyrazol-1-yl]pyridine). Yield: 62.2%. As a reaction SMILES: Cl[C:2]1[C:7]([C:8]([F:11])([F:10])[F:9])=[CH:6][CH:5]=[CH:4][N:3]=1.[F:12][C:13]([F:20])([F:19])[C:14]1[CH:18]=[CH:17][NH:16][N:15]=1.C(=O)([O-])[O-].[K+].[K+]>>[F:9][C:8]([F:11])([F:10])[C:7]1[C:2]([N:16]2[CH:17]=[CH:18][C:14]([C:13]([F:20])([F:19])[F:12])=[N:15]2)=[N:3][CH:4]=[CH:5][CH:6]=1 |f:2.3.4|. Procedure details: A mixture of 2-chloro-3-trifluoromethylpyridine (3.62 g., 21 mmol), 3-trifluoromethylpyrazole (2.7 g., 20 mmol ), and potassium carbonate (6.0 g., 43 mmol) were heated at 100° C. for 18 h. The cooled reaction mixture was added to ice/water (100 mL). The mixture was extracted twice with ether (100 mL) and the combined ether extracts were washed twice with water (100 mL). The organic layer was dried with magnesium sulfate and concentrated to an oil. Chromatography on silica gel with hexanes:ethyl ... Reactants: CS(C)=O, CCN(C(C)C)C(C)C, Cc1cc([N+](=O)[O-])ccc1F, CC(C)(C)OC(=O)N1CCNCC1. The product is Cc1cc([N+](=O)[O-])ccc1N1CCN(C(=O)OC(C)(C)C)CC1. As a reaction SMILES: [CH3:34][S:35]([CH3:36])=[O:37].[CH:25]([N:26]([CH2:27][CH3:28])[CH:29]([CH3:30])[CH3:31])([CH3:32])[CH3:33].[F:14][c:15]1[c:16]([CH3:24])[cH:17][c:18]([N+:21](=[O:22])[O-:23])[cH:19][cH:20]1.[N:1]1([C:7](=[O:8])[O:9][C:10]([CH3:11])([CH3:12])[CH3:13])[CH2:2][CH2:3][NH:4][CH2:5][CH2:6]1>>[N:1]1([C:7](=[O:8])[O:9][C:10]([CH3:11])([CH3:12])[CH3:13])[CH2:2][CH2:3][N:4]([c:15]2[c:16]([CH3:24])[cH:17][c:18]([N+:21](=[O:22])[O-:23])[cH:19][cH:20]2)[CH2:5][CH2:6]1. The reactants are [Al+3], C1CCOC1, CC(=O)O, CCOC(=O)c1cc(C)nc(Cl)c1, [H-], [H-], [H-], [H-], [Li+]. Yields the product Cc1cc(CO)cc(Cl)n1. As a reaction SMILES: [Al+3:2].[CH2:24]1[O:25][CH2:26][CH2:27][CH2:28]1.[CH3:20][C:21](=[O:22])[OH:23].[Cl:7][c:8]1[n:9][c:10]([CH3:19])[cH:11][c:12]([C:14](=[O:15])[O:16][CH2:17][CH3:18])[cH:13]1.[H-:1].[H-:4].[H-:5].[H-:6].[Li+:3]>>[Cl:7][c:8]1[n:9][c:10]([CH3:19])[cH:11][c:12]([CH2:14][OH:15])[cH:13]1. The reactants are OC=1C=NC=CC1 (3-hydroxypyridine), solution, sodium hexamethyldisilylazide, C1CCOC1 (THF), (2S)-glycidyl 3-nitrobenzene sulfonate. The solvent is CS(=O)C (DMSO). Reaction conditions: time 5 minute. Product: N1=CC(=CC=C1)OC[C@H]1OC1 ((S)-2-(3-pyridyloxymethyl)oxirane). Yield: 51.0%. RXN SMILES: [OH:1][C:2]1[CH:3]=[N:4][CH:5]=[CH:6][CH:7]=1.[CH2:8]1[CH2:12][O:11][CH2:10]C1>CS(C)=O>[N:4]1[CH:5]=[CH:6][CH:7]=[C:2]([O:1][CH2:8][C@@H:12]2[CH2:10][O:11]2)[CH:3]=1. Procedure details: To a solution of 11.9 g (0.125 mol) of 3-hydroxypyridine in 50 mL of DMSO at 15° C. was added 120 mL (0.12 mol) of a 1.0 M solution of sodium hexamethyldisilylazide in THF. After the reaction mixture was allowed to stir for 5 min, 25.9 g (0.10 mol) of (2S)-glycidyl 3-nitrobenzene sulfonate was added in one portion. The mixture was cooled with a room temperature water bath for 30 min. It s was then quenched by the addition of 250 mL of water and extracted with three portions of ethyl acetate. The...